Dataset: the Open Reaction Database (ORD), a public repository of structured organic reaction records. Task: describe an organic reaction: reactants, conditions, products, and yield Starting materials: ClC1=CC=C(S1)C1=CC(=NO1)CN1N=C(C=C1C(=O)O)CO (2-[5-(5-Chloro-thiophen-2-yl)-isoxazol-3-ylmethyl]-5-hydroxymethyl-2H-pyrazole-3-carboxylic acid), BrCCOC (1-Bromo-2-methoxy-ethane), Cl (HCl). The solvent is CN(C)C=O (DMF). Run at temperature 80 celsius. Product: ClC1=CC=C(S1)C1=CC(=NO1)CN1N=C(C=C1C(=O)O)COCCOC (2-[5-(5-Chloro-thiophen-2-yl)-isoxazol-3-ylmethyl]-5-(2-methoxy-ethoxymethyl)-2H-pyrazole-3-carboxylic acid). As a reaction SMILES: [Cl:1][C:2]1[S:6][C:5]([C:7]2[O:11][N:10]=[C:9]([CH2:12][N:13]3[C:17]([C:18]([OH:20])=[O:19])=[CH:16][C:15]([CH2:21][OH:22])=[N:14]3)[CH:8]=2)=[CH:4][CH:3]=1.Br[CH2:24][CH2:25][O:26][CH3:27].Cl>CN(C=O)C>[Cl:1][C:2]1[S:6][C:5]([C:7]2[O:11][N:10]=[C:9]([CH2:12][N:13]3[C:17]([C:18]([OH:20])=[O:19])=[CH:16][C:15]([CH2:21][O:22][CH2:24][CH2:25][O:26][CH3:27])=[N:14]3)[CH:8]=2)=[CH:4][CH:3]=1. Procedure: To a solution of 500 mg of 2-[5-(5-Chloro-thiophen-2-yl)-isoxazol-3-ylmethyl]-5-hydroxymethyl-2H-pyrazole-3-carboxylic acid in 5 ml DMF 480 mg Cs2CO3 and 204 mg 1-Bromo-2-methoxy-ethane were added and the mixture was heated to 80° C. for 5 h. Then the mixture was acidified to pH 4 with aqueous HCl and filtered through a chem elut® cartridge by elution with ethyl acetate. After concentration the crude product was directly subjected to the next reaction step. Starting materials: FC(S(=O)(=O)OC1=NN(C2=C1C(=NC=C2)OC)C2COCC2)(F)F (4-methoxy-1-(tetrahydrofuran-3-yl)-1H-pyrazolo[4,3-c]pyridin-3-yl trifluoromethanesulfonate), CC1(OB(OC1(C)C)C1=CC=C(C=C1)S(=O)(=O)N)C (4-(4,4,5,5-tetramethyl-1,3,2-dioxaborolan-2-yl)benzenesulfonamide), C([O-])([O-])=O.[Na+].[Na+] (sodium carbonate), O (water). Reagents/catalysts: C=1C=CC(=CC1)[P](C=2C=CC=CC2)(C=3C=CC=CC3)[Pd]([P](C=4C=CC=CC4)(C=5C=CC=CC5)C=6C=CC=CC6)([P](C=7C=CC=CC7)(C=8C=CC=CC8)C=9C=CC=CC9)[P](C=1C=CC=CC1)(C=1C=CC=CC1)C=1C=CC=CC1 (tetrakis(triphenylphosphine)palladium(0)). The solvent is COCCOC (DME). Product: COC1=NC=CC2=C1C(=NN2C2COCC2)C2=CC=C(C=C2)S(=O)(=O)N (4-(4-methoxy-1-(tetrahydrofuran-3-yl)-1H-pyrazolo[4,3-c]pyridin-3-yl)benzenesulfonamide). The yield is 76.7%. RXN SMILES: FC(F)(F)S(O[C:7]1[C:11]2[C:12]([O:16][CH3:17])=[N:13][CH:14]=[CH:15][C:10]=2[N:9]([CH:18]2[CH2:22][CH2:21][O:20][CH2:19]2)[N:8]=1)(=O)=O.CC1(C)C(C)(C)OB([C:33]2[CH:38]=[CH:37][C:36]([S:39]([NH2:42])(=[O:41])=[O:40])=[CH:35][CH:34]=2)O1.C(=O)([O-])[O-].[Na+].[Na+].O>COCCOC.C1C=CC([P]([Pd]([P](C2C=CC=CC=2)(C2C=CC=CC=2)C2C=CC=CC=2)([P](C2C=CC=CC=2)(C2C=CC=CC=2)C2C=CC=CC=2)[P](C2C=CC=CC=2)(C2C=CC=CC=2)C2C=CC=CC=2)(C2C=CC=CC=2)C2C=CC=CC=2)=CC=1>[CH3:17][O:16][C:12]1[C:11]2[C:7]([C:33]3[CH:38]=[CH:37][C:36]([S:39]([NH2:42])(=[O:41])=[O:40])=[CH:35][CH:34]=3)=[N:8][N:9]([CH:18]3[CH2:22][CH2:21][O:20][CH2:19]3)[C:10]=2[CH:15]=[CH:14][N:13]=1 |f:2.3.4,^1:60,62,81,100|. Reported procedure: A solution of 4-methoxy-1-(tetrahydrofuran-3-yl)-1H-pyrazolo[4,3-c]pyridin-3-yl trifluoromethanesulfonate (225 mg), 4-(4,4,5,5-tetramethyl-1,3,2-dioxaborolan-2-yl)benzenesulfonamide (260 mg), tetrakis(triphenylphosphine)palladium(0) (70.8 mg) and 2M aqueous sodium carbonate solution (1.53 mL) in DME (15 mL) was heated overnight with reflux under nitrogen atmosphere. To the reaction mixture was added water, and the mixture was extracted with ethyl acetate. The organic layer was washed successivel... Reactants: F[B-](F)(F)F, CC(C)(C)OC(=O)C(N)c1ccccc1, ClCCl, CCCCC1(CC)CN(c2ccccc2)c2cc(Br)c(OCCC(=O)O)cc2S(=O)(=O)C1, Cc1cccc(C)n1, CN(C)C(On1nnc2ccccc21)=[N+](C)C. The product is CCCCC1(CC)CN(c2ccccc2)c2cc(Br)c(OCCC(=O)NC(C(=O)OC(C)(C)C)c3ccccc3)cc2S(=O)(=O)C1. As a reaction SMILES: [B-:56]([F:57])([F:58])([F:59])[F:60].[C:33]([CH3:34])([CH3:35])([CH3:36])[O:37][C:38](=[O:39])[CH:40]([c:41]1[cH:42][cH:43][cH:44][cH:45][cH:46]1)[NH2:47].[Cl:78][CH2:79][Cl:80].[O:1]=[S:2]1(=[O:32])[CH2:3][C:4]([CH2:26][CH3:27])([CH2:28][CH2:29][CH2:30][CH3:31])[CH2:5][N:6]([c:20]2[cH:21][cH:22][cH:23][cH:24][cH:25]2)[c:7]2[c:8]1[cH:9][c:10]([O:14][CH2:15][CH2:16][C:17](=[O:18])[OH:19])[c:11]([Br:13])[cH:12]2.[n:48]1[c:49]([CH3:50])[cH:51][cH:52][cH:53][c:54]1[CH3:55].[n:61]1([O:62][C:63]([N:64]([CH3:65])[CH3:66])=[N+:67]([CH3:68])[CH3:69])[c:70]2[cH:71][cH:72][cH:73][cH:74][c:75]2[n:76][n:77]1>>[O:1]=[S:2]1(=[O:32])[CH2:3][C:4]([CH2:26][CH3:27])([CH2:28][CH2:29][CH2:30][CH3:31])[CH2:5][N:6]([c:20]2[cH:21][cH:22][cH:23][cH:24][cH:25]2)[c:7]2[c:8]1[cH:9][c:10]([O:14][CH2:15][CH2:16][C:17](=[O:18])[NH:47][CH:40]([C:38]([O:37][C:33]([CH3:34])([CH3:35])[CH3:36])=[O:39])[c:41]1[cH:42][cH:43][cH:44][cH:45][cH:46]1)[c:11]([Br:13])[cH:12]2. Reactants: ClC1=CC(=C(OC2=CC=C(C=C2)O)C=C1)[N+](=O)[O-] (4-(4-Chloro-2-nitro-phenoxy)-phenol), C([O-])([O-])=O.[Na+].[Na+] (sodium carbonate). Run in O (water), C(C)(=O)O (acetic acid), C(C)O (ethanol). Procedure details: A mixture of the product of Example 151A (400 mg, 1.506 mmol) and iron powder (336 mg, 6.02 mmol) in acetic acid (10 mL) and ethanol (10 mL) was heated at reflux under a nitrogen atmosphere for 25 minutes. The reaction was cooled to room temperature, diluted with water (50 mL), and treated with solid sodium carbonate until the pH was 6. Extracted with ethyl acetate (2×50 mL) and washed the organic with brine (50 mL), dried over anhydrous sodium sulfate, filtered, and concentrated by rotary evapo... Isolated yield 100.0%. Reagents/catalysts: [Fe] (iron). The product is NC1=C(OC2=CC=C(C=C2)O)C=CC(=C1)Cl (4-(2-Amino-4-chloro-phenoxy)-phenol). Reaction SMILES: [Cl:1][C:2]1[CH:15]=[CH:14][C:5]([O:6][C:7]2[CH:12]=[CH:11][C:10]([OH:13])=[CH:9][CH:8]=2)=[C:4]([N+:16]([O-])=O)[CH:3]=1.C(=O)([O-])[O-].[Na+].[Na+]>C(O)(=O)C.C(O)C.O.[Fe]>[NH2:16][C:4]1[CH:3]=[C:2]([Cl:1])[CH:15]=[CH:14][C:5]=1[O:6][C:7]1[CH:8]=[CH:9][C:10]([OH:13])=[CH:11][CH:12]=1 |f:1.2.3|. Starting materials: CCO, CCOC(=O)CC(C)c1ccc(OC2CCCCO2)cc1, Cc1ccc(S(=O)(=O)[O-])cc1, c1cc[nH+]cc1. Yields the product CCOC(=O)CC(C)c1ccc(O)cc1. Reaction SMILES: [CH3:39][CH2:40][OH:41].[O:1]1[CH2:2][CH2:3][CH2:4][CH2:5][CH:6]1[O:7][c:8]1[cH:9][cH:10][c:11]([CH:14]([CH2:15][C:16](=[O:17])[O:18][CH2:19][CH3:20])[CH3:21])[cH:12][cH:13]1.[c:22]1([CH3:23])[cH:24][cH:25][c:26]([S:27]([O-:28])(=[O:29])=[O:30])[cH:31][cH:32]1.[nH+:33]1[cH:34][cH:35][cH:36][cH:37][cH:38]1>>[OH:7][c:8]1[cH:9][cH:10][c:11]([CH:14]([CH2:15][C:16](=[O:17])[O:18][CH2:19][CH3:20])[CH3:21])[cH:12][cH:13]1. Starting materials: ClC=1N(C=C(N1)[N+](=O)[O-])C[C@]1(OC1)C ((R)-2-chloro-1-(2-methyloxiran-2-ylmethyl)-4-nitroimidazole), ClC1=CC=C(C=C1)C=CCOC1CCNCC1 (4-[3-(4-chloro-phenyl)-2-propenyloxy]piperidine). Product: ClC=1N(C=C(N1)[N+](=O)[O-])C[C@](CN1CCC(CC1)OCC=CC1=CC=C(C=C1)Cl)(O)C ((S)-1-(2-chloro-4-nitroimidazol-1-yl)-3-{4-[3-(4-chlorophenyl)-2-propenyloxy]piperidin-1-yl}-2-methylpropan-2-ol). The yield is 56.3%. Reaction SMILES: [Cl:1][C:2]1[N:3]([CH2:10][C@:11]2([CH3:14])[CH2:13][O:12]2)[CH:4]=[C:5]([N+:7]([O-:9])=[O:8])[N:6]=1.[Cl:15][C:16]1[CH:21]=[CH:20][C:19]([CH:22]=[CH:23][CH2:24][O:25][CH:26]2[CH2:31][CH2:30][NH:29][CH2:28][CH2:27]2)=[CH:18][CH:17]=1>>[Cl:1][C:2]1[N:3]([CH2:10][C@@:11]([CH3:14])([OH:12])[CH2:13][N:29]2[CH2:28][CH2:27][CH:26]([O:25][CH2:24][CH:23]=[CH:22][C:19]3[CH:18]=[CH:17][C:16]([Cl:15])=[CH:21][CH:20]=3)[CH2:31][CH2:30]2)[CH:4]=[C:5]([N+:7]([O-:9])=[O:8])[N:6]=1. Procedure details: Using (R)-2-chloro-1-(2-methyloxiran-2-yl-methyl)-4-nitroimidazole prepared in Example 12 (0.217 g, 1.00 mmol) and 4-[3-(4-chloro-phenyl)-2-propenyloxy]piperidine (0.250 g, 0.995 mmol) gave (S)-1-(2-chloro-4-nitroimidazol-1-yl)-3-{4-[3-(4-chlorophenyl)-2-propenyloxy]piperidin-1-yl}-2-methylpropan-2-ol (0.263 g, yield 56%) as a brown liquid in the same manner as in Example 254. Starting materials: Cl (hydrogen chloride), C=O (formaldehyde), CN1C(N(C2=C(C1=O)C=CS2)C(C)C)=O (3-methyl-1-(1-methylethyl)thieno[2,3-d]pyrimidine-2,4(1H,3H)-dione), Cl (hydrochloric acid), C(C)(=O)OCC (Ethyl acetate). Conditions: temperature 0 celsius, time 3 hour. The product is ClCC1=CC2=C(N(C(N(C2=O)C)=O)C(C)C)S1 (6-(Chloromethyl)-3-methyl-1-(1-methylethyl)thieno[2,3-d]pyrimidine-2,4(1H,3H)-dione). As a reaction SMILES: [CH2:1]=[O:2].C[N:4]1[C:9](=O)[C:8]2[CH:11]=[CH:12][S:13][C:7]=2[N:6]([CH:14]([CH3:16])[CH3:15])[C:5]1=[O:17].[C:18](OCC)(=O)C.[ClH:24]>>[Cl:24][CH2:18][C:12]1[S:13][C:7]2[N:6]([CH:14]([CH3:15])[CH3:16])[C:5](=[O:17])[N:4]([CH3:9])[C:1](=[O:2])[C:8]=2[CH:11]=1. Reported procedure: Aqueous formaldehyde (37%, 2.5 ml) was added to a stirred solution of 3-methyl-1-(1-methylethyl)thieno[2,3-d]pyrimidine-2,4(1H,3H)-dione (1.0 g) in concentrated hydrochloric acid (5 ml) at 0° C. The mixture was saturated with hydrogen chloride gas and stirred at 0° C. for 3 hours and then at room temperature for 3 days. Ethyl acetate (100 ml) was added, the mixture was washed with water (100 ml) and then with saturated aqueous sodium bicarbonate solution (100 ml), then dried over anhydrous magne... Starting materials: [Br-], O=C([O-])[O-], CS(C)=O, COC(=O)CC(C(=O)OC)C(=O)OC, [K+], [K+], COC(=O)C(CCBr)C(C#N)(C(=O)OC)C(C)c1ccccc1. Yields the product COC(=O)CC(CCC(C(=O)OC)C(C#N)(C(=O)OC)C(C)c1ccccc1)(C(=O)OC)C(=O)OC. As a reaction SMILES: [Br-:1].[C:39](=[O:40])([O-:41])[O-:42].[CH3:45][S:46]([CH3:47])=[O:48].[CH:25]([CH2:26][C:27](=[O:28])[O:29][CH3:30])([C:31](=[O:32])[O:33][CH3:34])[C:35](=[O:36])[O:37][CH3:38].[K+:43].[K+:44].[c:2]1([CH:8]([CH3:9])[C:10]([CH:11]([CH2:12][CH2:13][Br:14])[C:15](=[O:16])[O:17][CH3:18])([C:19](=[O:20])[O:21][CH3:22])[C:23]#[N:24])[cH:3][cH:4][cH:5][cH:6][cH:7]1>>[c:2]1([CH:8]([CH3:9])[C:10]([CH:11]([CH2:12][CH2:13][C:25]([CH2:26][C:27](=[O:28])[O:29][CH3:30])([C:31](=[O:32])[O:33][CH3:34])[C:35](=[O:36])[O:37][CH3:38])[C:15](=[O:16])[O:17][CH3:18])([C:19](=[O:20])[O:21][CH3:22])[C:23]#[N:24])[cH:3][cH:4][cH:5][cH:6][cH:7]1. Reactants: N1(CCOCC1)C=1C2=C(N=C(N1)[Sn](CCCC)(CCCC)CCCC)SC(=N2)CN2CC(C2)N2CCOCC2 (7-morpholin-4-yl-2-(3-morpholin-4-ylazetidin-1-ylmethyl)-5-(tributylstannanyl)thiazolo[5,4-d]pyrimidine), IC1=NNC2=CC=CC=C12 (3-iodo-1H-indazole). Reagents/catalysts: S1C(=CC=C1)C(=O)[O-].[Cu+] (copper(I) 2-thiophene carboxylate), C=1C=CC(=CC1)[P](C=2C=CC=CC2)(C=3C=CC=CC3)[Pd]([P](C=4C=CC=CC4)(C=5C=CC=CC5)C=6C=CC=CC6)([P](C=7C=CC=CC7)(C=8C=CC=CC8)C=9C=CC=CC9)[P](C=1C=CC=CC1)(C=1C=CC=CC1)C=1C=CC=CC1 (Pd(PPh3)4). Run in O1CCOCC1 (dioxane). Product: N1N=C(C2=CC=CC=C12)C=1N=C(C2=C(N1)SC(=N2)CN2CC(C2)N2CCOCC2)N2CCOCC2 (4-(5-(1H-indazol-3-yl)-2-((3-morpholinoazetidin-1-yl)methyl)thiazolo[5,4-d]pyrimidin-7-yl)morpholine). Isolated yield 19.8%. RXN SMILES: [N:1]1([C:7]2[C:8]3[N:28]=[C:27]([CH2:29][N:30]4[CH2:33][CH:32]([N:34]5[CH2:39][CH2:38][O:37][CH2:36][CH2:35]5)[CH2:31]4)[S:26][C:9]=3[N:10]=[C:11]([Sn](CCCC)(CCCC)CCCC)[N:12]=2)[CH2:6][CH2:5][O:4][CH2:3][CH2:2]1.I[C:41]1[C:49]2[C:44](=[CH:45][CH:46]=[CH:47][CH:48]=2)[NH:43][N:42]=1>O1CCOCC1.S1C=CC=C1C([O-])=O.[Cu+].C1C=CC([P]([Pd]([P](C2C=CC=CC=2)(C2C=CC=CC=2)C2C=CC=CC=2)([P](C2C=CC=CC=2)(C2C=CC=CC=2)C2C=CC=CC=2)[P](C2C=CC=CC=2)(C2C=CC=CC=2)C2C=CC=CC=2)(C2C=CC=CC=2)C2C=CC=CC=2)=CC=1>[NH:43]1[C:44]2[C:49](=[CH:48][CH:47]=[CH:46][CH:45]=2)[C:41]([C:11]2[N:12]=[C:7]([N:1]3[CH2:6][CH2:5][O:4][CH2:3][CH2:2]3)[C:8]3[N:28]=[C:27]([CH2:29][N:30]4[CH2:31][CH:32]([N:34]5[CH2:39][CH2:38][O:37][CH2:36][CH2:35]5)[CH2:33]4)[S:26][C:9]=3[N:10]=2)=[N:42]1 |f:3.4,^1:68,70,89,108|. Procedure details: A mixture of 7-morpholin-4-yl-2-(3-morpholin-4-ylazetidin-1-ylmethyl)-5-(tributylstannanyl)thiazolo[5,4-d]pyrimidine (0.25 g, 0.37 mmol), 3-iodo-1H-indazole (0.2 g, 0.82 mmol), copper(I) 2-thiophene carboxylate (0.030 g, 0.150 mmol) and Pd(PPh3)4 (0.088 g, 0.075 mmol) in dioxane (3 mL) was subjected to microwave irradiation at 150° C. for 90 min. The reaction mixture was loaded onto an Isolute® SCX-2 cartridge. The cartridge was washed with MeOH and the desired product was eluted using 2 M NH3 i... The reactants are N1=CC(=CC=C1)C=O (pyridine-3-carbaldehyde), Cl.NN1C(N(C(C1)C)C)=O (1-amino-3,4-dimethylimidazolidin-2-one hydrochloride). Solvent: CO (methanol). The product is Cl.CN1C(N(CC1C)N=CC=1C=NC=CC1)=O (3,4-dimethyl-1-(pyridin-3-ylmethyleneamino)-imidazolidin-2-one hydrochloride). Yield: 84.1%. As a reaction SMILES: [N:1]1[CH:6]=[CH:5][CH:4]=[C:3]([CH:7]=O)[CH:2]=1.[ClH:9].[NH2:10][N:11]1[CH2:15][CH:14]([CH3:16])[N:13]([CH3:17])[C:12]1=[O:18]>CO>[ClH:9].[CH3:17][N:13]1[CH:14]([CH3:16])[CH2:15][N:11]([N:10]=[CH:7][C:3]2[CH:2]=[N:1][CH:6]=[CH:5][CH:4]=2)[C:12]1=[O:18] |f:1.2,4.5|. Procedure details: 2.3 g of pyridine-3-carbaldehyde are added at room temperature to a solution of 3.6 g of 1-amino-3,4-dimethylimidazolidin-2-one hydrochloride in 25 ml of methanol. The solution is concentrated by evaporation and the residue is stirred with tetrahydrofuran. 4.6 g of 3,4-dimethyl-1-(pyridin-3-ylmethyleneamino)-imidazolidin-2-one hydrochloride having a melting point of 232-236° are obtained. 2.3 g of triethylamine are added to a suspension of 4.4 g of 3,4-dimethyl-1-(pyridin-3-ylmethyleneamino)-imi...